From a dataset of the Open Reaction Database (ORD), a public repository of structured organic reaction records. describe an organic reaction: reactants, conditions, products, and yield The reactants are Cl[Si](CC[Si](C)(C)Cl)(C)C (1,2-bis(chlorodimethylsilyl)ethane), CCCCCC (hexane), C(CCC)[Li] (n-butyl lithium), ClC=1C=CC(=NC1)N (5-chloropyridin-2-ylamine), CCCCCC (hexane), C(CCC)[Li] (n-butyl lithium), [Cl-].[Na+] (sodium chloride). The solvent is O1CCCC1 (tetrahydrofuran), C(C)OCC (Diethyl ether), O1CCCC1 (tetrahydrofuran). Conditions: time 1 hour. The product is ClC=1C=CC(=NC1)N1[Si](CC[Si]1(C)C)(C)C (5-Chloro-2-(2,2,5,5-tetramethyl-1,2,5-azadisilolidin-1-yl)pyridine). The yield is 59.9%. As a reaction SMILES: [Cl:1][C:2]1[CH:3]=[CH:4][C:5]([NH2:8])=[N:6][CH:7]=1.CCCCCC.C([Li])CCC.Cl[Si:21]([CH3:29])([CH3:28])[CH2:22][CH2:23][Si:24](Cl)([CH3:26])[CH3:25].[Cl-].[Na+]>C(OCC)C.O1CCCC1>[Cl:1][C:2]1[CH:3]=[CH:4][C:5]([N:8]2[Si:24]([CH3:26])([CH3:25])[CH2:23][CH2:22][Si:21]2([CH3:29])[CH3:28])=[N:6][CH:7]=1 |f:4.5|. Procedure details: To a tetrahydrofuran (350 ml) solution of 5-chloropyridin-2-ylamine (10.28 g, 80.0 mmol) was added a hexane solution (1.58M, 50.6 ml, 80.0 mmol) of n-butyl lithium at −78° C. The resulting mixture was stirred for 1 hour. At the same temperature, a tetrahydrofuran (50 ml) solution of 1,2-bis(chlorodimethylsilyl)ethane (17.22 g, 80.0 mmol) was added to the reaction mixture, followed by stirring for 1 hour. A hexane solution (1.58M, 50.6 ml, 80.0 mmol) of n-butyl lithium was added at the same tempe... The reactants are C1CSS[C@@H]1CCCCC(=O)O (R-lipoic acid), CN(CCO)C (N,N-dimethylethanolamine), C1CCC(CC1)N=C=NC2CCCCC2 (DCC). The reagents and catalysts are CN(C)C=1C=CN=CC1 (DMAP). The solvent is C(Cl)Cl (CH2Cl2), C(Cl)Cl (CH2Cl2). Run at time 18 hour. Yields the product S1S[C@@H](CC1)CCCCC(=O)OCCN(C)C ((R)-2-(dimethylamino)ethyl 5-(1,2-dithiolan-3-yl)pentanoate). Isolated yield 78.8%. As a reaction SMILES: C1CCC(N=C=NC2CCCCC2)CC1.[CH2:16]1[C@@H:20]([CH2:21][CH2:22][CH2:23][CH2:24][C:25]([OH:27])=[O:26])[S:19][S:18][CH2:17]1.[CH3:28][N:29]([CH3:33])[CH2:30][CH2:31]O>C(Cl)Cl.CN(C1C=CN=CC=1)C>[S:18]1[CH2:17][CH2:16][C@@H:20]([CH2:21][CH2:22][CH2:23][CH2:24][C:25]([O:27][CH2:31][CH2:30][N:29]([CH3:33])[CH3:28])=[O:26])[S:19]1. Procedure: A solution of DCC (11 g, 53 mmol) in anhydrous CH2Cl2 (20 mL) was added with stirring over 10-20 minutes to a cold (0° C.) solution of R-lipoic acid (10.0 g, 48.5 mmol), N,N-dimethylethanolamine (14.5 mL, 145 mmol, 3 eq.), and DMAP (600 mg, 4.9 mmol) in anhydrous CH2Cl2 (50 mL). Following complete addition, the cold bath was removed. After 18 hours at room temperature, all volatiles were removed under reduced pressure, and the resulting residue was purified by flash column chromatography (SiO2, ... Starting materials: CC(=O)CC(C)C, CC(=O)O, [Cl-], [Na+], O, CC(=O)NC1CCCc2sccc21. Yields the product CC(=O)NC1CCC(=O)c2sccc21. Reaction SMILES: [CH2:18]([C:19]([CH3:20])=[O:21])[CH:22]([CH3:23])[CH3:24].[CH3:14][C:15]([OH:16])=[O:17].[Cl-:27].[Na+:26].[OH2:25].[s:1]1[c:2]2[c:3]([cH:4][cH:5]1)[CH:6]([NH:10][C:11]([CH3:12])=[O:13])[CH2:7][CH2:8][CH2:9]2>>[s:1]1[c:2]2[c:3]([cH:4][cH:5]1)[CH:6]([NH:10][C:11]([CH3:12])=[O:13])[CH2:7][CH2:8][C:9]2=[O:16]. Reactants: BrC=1C=C2C(=NN(C2=CC1)COCC[Si](C)(C)C)NC1=NC2=C(N1C1CCCCC1)C=CC(=C2)CO ((2-(5-bromo-1-((2-(trimethylsilyl)ethoxy)methyl)-1H-indazol-3-ylamino)-1-cyclohexyl-1H-benzo[d]imidazol-5-yl)methanol), COCC=1C=C(C=CC1)B(O)O (3-(methoxymethyl)phenylboronic acid), (1,1′-bis(diphenylphosphino)ferrocene)dichloropalladium(II), ClCCl (dichloromethane). Yields the product C1(CCCCC1)N1C(=NC2=C1C=CC(=C2)CO)NC2=NN(C1=CC=C(C=C21)C2=CC(=CC=C2)COC)COCC[Si](C)(C)C ((1-cyclohexyl-2-(5-(3-(methoxymethyl)phenyl)-1-((2-(trimethylsilyl)ethoxy)methyl)-1H-indazol-3-ylamino)-1H-benzo[d]imidazol-5-yl)methanol). Yield: 103.3%. Reaction SMILES: Br[C:2]1[CH:3]=[C:4]2[C:8](=[CH:9][CH:10]=1)[N:7]([CH2:11][O:12][CH2:13][CH2:14][Si:15]([CH3:18])([CH3:17])[CH3:16])[N:6]=[C:5]2[NH:19][C:20]1[N:24]([CH:25]2[CH2:30][CH2:29][CH2:28][CH2:27][CH2:26]2)[C:23]2[CH:31]=[CH:32][C:33]([CH2:35][OH:36])=[CH:34][C:22]=2[N:21]=1.[CH3:37][O:38][CH2:39][C:40]1[CH:41]=[C:42](B(O)O)[CH:43]=[CH:44][CH:45]=1.ClCCl>>[CH:25]1([N:24]2[C:23]3[CH:31]=[CH:32][C:33]([CH2:35][OH:36])=[CH:34][C:22]=3[N:21]=[C:20]2[NH:19][C:5]2[C:4]3[C:8](=[CH:9][CH:10]=[C:2]([C:44]4[CH:43]=[CH:42][CH:41]=[C:40]([CH2:39][O:38][CH3:37])[CH:45]=4)[CH:3]=3)[N:7]([CH2:11][O:12][CH2:13][CH2:14][Si:15]([CH3:16])([CH3:17])[CH3:18])[N:6]=2)[CH2:26][CH2:27][CH2:28][CH2:29][CH2:30]1. Procedure details: In a small microwave tube added (2-(5-bromo-1-((2-(trimethylsilyl)ethoxy)methyl)-1H-indazol-3-ylamino)-1-cyclohexyl-1H-benzo[d]imidazol-5-yl)methanol (52.4 mg, 0.0000918 mol), 3-(methoxymethyl)phenylboronic acid (25.1 mg, 0.000151 mol) and (1,1′-bis(diphenylphosphino)ferrocene)dichloropalladium(II) complexed with dichloromethane (1:1) (16.2 mg, 0.0000198 mol). The tube was flushed with argon and the contents were dissolved in 1,4-dioxane (1.5 mL) and 2 M sodium carbonate (150 uL). The reaction w... Starting materials: ClCC(=O)N1C2=C(C(NC3=C1C=CC=C3)=O)N(C(=C2)C)C (4-chloroacetyl-1,2-dimethyl-1,4,9,10-tetrahydropyrrolo[3,2-b][1,5]benzodiazepin-10-one), CN1CCNCC1 (N-methylpiperazine), C([O-])(O)=O.[Na+] (sodium bicarbonate). The solvent is O1CCOCC1 (dioxane). Yields the product CN1C(=CC=2N(C3=C(NC(C21)=O)C=CC=C3)C(CN3CCN(CC3)C)=O)C (1,2-Dimethyl-4-[(4-methylpiperazin-l-yl)acetyl]-1,4,9,10-tetrahydropyrrolo[3,2-b][1,5]benzodiazepin-10-one). Reaction SMILES: Cl[CH2:2][C:3]([N:5]1[C:11]2[CH:12]=[CH:13][CH:14]=[CH:15][C:10]=2[NH:9][C:8](=[O:16])[C:7]2[N:17]([CH3:21])[C:18]([CH3:20])=[CH:19][C:6]1=2)=[O:4].[CH3:22][N:23]1[CH2:28][CH2:27][NH:26][CH2:25][CH2:24]1.C(=O)(O)[O-].[Na+]>O1CCOCC1>[CH3:21][N:17]1[C:7]2[C:8](=[O:16])[NH:9][C:10]3[CH:15]=[CH:14][CH:13]=[CH:12][C:11]=3[N:5]([C:3](=[O:4])[CH2:2][N:26]3[CH2:27][CH2:28][N:23]([CH3:22])[CH2:24][CH2:25]3)[C:6]=2[CH:19]=[C:18]1[CH3:20] |f:2.3|. Reported procedure: A solution of 303 mg (0.001 mole) of 4-chloroacetyl-1,2-dimethyl-1,4,9,10-tetrahydropyrrolo[3,2-b][1,5]benzodiazepin-10-one and 200 mg (0.002 mole) of N-methylpiperazine in 10 ml of dry dioxane is boiled under reflux for 2 hours. 20 ml of saturated aqueous sodium bicarbonate solution are added thereto, and then the mixture is extracted several times with ethyl acetate. The combined extracts are dried over sodium sulfate and concentrated in vacuo. The resulting oil is chromatographed on neutral s... Starting materials: CI (methyl iodide), C(C(=O)O)(=O)O.ClC1=C(C=CC=C1)C1(CCC1)C1NCCC2=CC=C(C=C12)OC (1-[1-(2-chlorophenyl)cyclobutyl]-7-methoxy-1,2,3,4-tetrahydroisoquinoline oxalate), C([O-])([O-])=O.[K+].[K+] (potassium carbonate). The solvent is CC(=O)C (acetone), CC(=O)C (acetone). Conditions: time 3.5 hour. Yields the product ClC1=C(C=CC=C1)C1(CCC1)C1N(CCC2=CC=C(C=C12)OC)C (1-[1-(2-chloro-phenyl)cyclobutyl]-7-methoxy-2-methyl-1,2,3,4-tetrahydroisoquinoline). As a reaction SMILES: CI.[C:3](O)(=O)C(O)=O.[Cl:9][C:10]1[CH:15]=[CH:14][CH:13]=[CH:12][C:11]=1[C:16]1([CH:20]2[C:29]3[C:24](=[CH:25][CH:26]=[C:27]([O:30][CH3:31])[CH:28]=3)[CH2:23][CH2:22][NH:21]2)[CH2:19][CH2:18][CH2:17]1.C(=O)([O-])[O-].[K+].[K+]>CC(C)=O>[Cl:9][C:10]1[CH:15]=[CH:14][CH:13]=[CH:12][C:11]=1[C:16]1([CH:20]2[C:29]3[C:24](=[CH:25][CH:26]=[C:27]([O:30][CH3:31])[CH:28]=3)[CH2:23][CH2:22][N:21]2[CH3:3])[CH2:19][CH2:18][CH2:17]1 |f:1.2,3.4.5|. Procedure details: A solution of methyl iodide (0.5 g) in acetone (10 ml) was added dropwise to a stirred suspension of 1-[1-(2-chlorophenyl)cyclobutyl]-7-methoxy-1,2,3,4-tetrahydroisoquinoline oxalate (1.4 g prepared as described in Example RC11) and anhydrous potassium carbonate (3 g) in acetone (80 ml). The mixture was stirred at ambient temperature for 3.5 hours and the solvent removed by evaporation. Water was added and the mixture extracted with ether. The ether layer yielded 1-[1-(2-chloro-phenyl)cyclobutyl... The reactants are C[O-].[Na+] (sodium methylate), N(C1=CC=CC=C1)CCC#N (β-anilino-propionitrile), C(C=C)OC1=C(NC(C)=O)C(=CC(=C1)C(CS(=O)(=O)C)O)OCC=C (2',6'-bis(allyloxy)-4'-[1-hydroxy-2-(methylsulfonyl)-ethyl]-acetanilide). Run in CS(=O)C (dimethylsulfoxide). Run at time 3 hour. Product: C(C=C)OC1=C(NC(C)=O)C(=CC(=C1)CC(=CNC1=CC=CC=C1)C#N)OCC=C (2',6'-bis-(allyloxy)-4'-(3-anilino-2-cyano-allyl)-acetanilide). RXN SMILES: C[O-].[Na+].[NH:4]([CH2:11][CH2:12][C:13]#[N:14])[C:5]1[CH:10]=[CH:9][CH:8]=[CH:7][CH:6]=1.[CH2:15]([O:18][C:19]1[CH:28]=[C:27]([CH:29](O)CS(C)(=O)=O)[CH:26]=[C:25]([O:36][CH2:37][CH:38]=[CH2:39])[C:20]=1[NH:21][C:22](=[O:24])[CH3:23])[CH:16]=[CH2:17]>CS(C)=O>[CH2:15]([O:18][C:19]1[CH:28]=[C:27]([CH2:29][C:12]([C:13]#[N:14])=[CH:11][NH:4][C:5]2[CH:10]=[CH:9][CH:8]=[CH:7][CH:6]=2)[CH:26]=[C:25]([O:36][CH2:37][CH:38]=[CH2:39])[C:20]=1[NH:21][C:22](=[O:24])[CH3:23])[CH:16]=[CH2:17] |f:0.1|. Procedure details: A mixture of 1.4 g. of sodium methylate, 3.75 g. of β-anilino-propionitrile and 6.3 g. of 2',6'-bis(allyloxy)-4'-[1-hydroxy-2-(methylsulfonyl)-ethyl]-acetanilide in 43 ml. of absolute dimethylsulfoxide was stirred at room temperature under an atmosphere of nitrogen and the exclusion of moisture for 3 hours, poured into 200 ml. of water and extracted with ethyl acetate. The ethyl acetate extract was washed with water, dried and evaporated. After chromatography on aluminum oxide and recrystallizat...